From a dataset of the Open Reaction Database (ORD), a public repository of structured organic reaction records. describe an organic reaction: reactants, conditions, products, and yield Starting materials: O (water), [OH-].[Na+] (NaOH), O (water), FC(C(CC(=O)N)O)(F)F (4,4,4-trifluoro-3-hydroxybutanamide), [H-].[H-].[H-].[H-].[Li+].[Al+3] (LiAlH4). The solvent is C1CCOC1 (THF). Conditions: time 4 hour. Yields the product NCCC(C(F)(F)F)O (4-amino-1,1,1-trifluorobutan-2-ol). Isolated yield 79.5%. RXN SMILES: [F:1][C:2]([F:10])([F:9])[CH:3]([OH:8])[CH2:4][C:5]([NH2:7])=O.[H-].[H-].[H-].[H-].[Li+].[Al+3].O.[OH-].[Na+]>C1COCC1>[NH2:7][CH2:5][CH2:4][CH:3]([OH:8])[C:2]([F:10])([F:9])[F:1] |f:1.2.3.4.5.6,8.9|. Procedure details: To a cooled solution of 4,4,4-trifluoro-3-hydroxybutanamide (2.84 g, 18.1 mmol) in THF (60 mL) was added LiAlH4 (2.063 g, 54.3 mmol) in batches at 0° C. in an ice-water bath. The reaction mixture was then stirred at room temperature for 4 hours under nitrogen atmosphere. After the reaction was completed, 3.3 mL of water, 3.3 mL of 10% NaOH solution and 9.8 mL of water was added into the solution successively at 0° C. The resulting mixture was then filtered through celite, and the filtrate was co... Reactants: [N+](=O)([O-])C=1C=C2C3=C(N4C2=C(C1)CC4)CCCCC3 (2-nitro-4,5,8,9,10,11-hexahydro-7H-cyclohepta[b]pyrrolo[3,2,1-hi]indole). Reagents/catalysts: [Pd] (palladium on carbon). The product is C1=C2C3=C(N4C2=C(C=C1N)CC4)CCCCC3 (4,5,8,9,10,11-hexahydro-7H-cyclohepta[b]pyrrolo[3,2,1-hi]indole-2-amine). As a reaction SMILES: [N+:1]([C:4]1[CH:5]=[C:6]2[C:10]3=[C:11]([CH2:13][CH2:14][N:9]3[C:8]3[CH2:15][CH2:16][CH2:17][CH2:18][CH2:19][C:7]2=3)[CH:12]=1)([O-])=O>[Pd]>[CH:5]1[C:4]([NH2:1])=[CH:12][C:11]2[CH2:13][CH2:14][N:9]3[C:10]=2[C:6]=1[C:7]1[CH2:19][CH2:18][CH2:17][CH2:16][CH2:15][C:8]=13. Reported procedure: Following the procedure of Example 1, step 3, 2-nitro-4,5,8,9,10,11-hexahydro-7H-cyclohepta[b]pyrrolo[3,2,1-hi]indole was hydrogenated over 5% palladium on carbon to provide 4,5,8,9,10,11-hexahydro-7H-cyclohepta[b]pyrrolo[3,2,1-hi]indole-2-amine which was used for the coupling reactions. The reactants are [OH-].[Na+] (sodium hydroxide), C(C)(C)O\C(\C(=O)OCC)=C/C1=CC(=C(C=C1)OC)C(=O)NCC1=CC=C(C=C1)C(F)(F)F (ethyl (Z)-2-isopropoxy-3-[4-methoxy-3-({[4-(trifluoromethyl)benzyl]amino}carbonyl)phenyl]-2-propenoate), Cl (hydrochloric acid). The solvent is CO (methanol). Reaction conditions: time 22 hour. Yields the product C(C)(C)O\C(\C(=O)O)=C/C1=CC(=C(C=C1)OC)C(=O)NCC1=CC=C(C=C1)C(F)(F)F ((Z)-2-isopropoxy-3-[4-methoxy-3-({[4-(trifluoromethyl)benzyl]amino}carbonyl)phenyl]-2-propenoic acid). The yield is 60.8%. RXN SMILES: [CH:1]([O:4]/[C:5](=[CH:11]\[C:12]1[CH:17]=[CH:16][C:15]([O:18][CH3:19])=[C:14]([C:20]([NH:22][CH2:23][C:24]2[CH:29]=[CH:28][C:27]([C:30]([F:33])([F:32])[F:31])=[CH:26][CH:25]=2)=[O:21])[CH:13]=1)/[C:6]([O:8]CC)=[O:7])([CH3:3])[CH3:2].[OH-].[Na+].Cl>CO>[CH:1]([O:4]/[C:5](=[CH:11]\[C:12]1[CH:17]=[CH:16][C:15]([O:18][CH3:19])=[C:14]([C:20]([NH:22][CH2:23][C:24]2[CH:29]=[CH:28][C:27]([C:30]([F:31])([F:32])[F:33])=[CH:26][CH:25]=2)=[O:21])[CH:13]=1)/[C:6]([OH:8])=[O:7])([CH3:3])[CH3:2] |f:1.2|. Procedure details: 77 mg of ethyl (Z)-2-isopropoxy-3-[4-methoxy-3-({[4-(trifluoromethyl)benzyl]amino}carbonyl)phenyl]-2-propenoate was dissolved in 2 ml methanol, and 1 ml of 1N sodium hydroxide was added, and the mixture was stirred at room temperature for 22 hours. The reaction mixture was ice-cooled and neutralized with 1N hydrochloric acid, followed by extracting with ethyl acetate. The organic layer was washed with brine, dried over anhydrous sodium sulfate and the solvent was evaporated, to give 44 mg of (Z)...